Dataset: the Open Reaction Database (ORD), a public repository of structured organic reaction records. Task: describe an organic reaction: reactants, conditions, products, and yield Starting materials: C(C1=CC=CC=C1)OC(C(C)C1=CC=CC=C1)=O (2-phenyl-propionic acid benzyl ester), C[Si]([N-][Si](C)(C)C)(C)C.[Li+] (lithium hexamethyldisilazide), O1CCCC1 (tetrahydrofuran), Example 35B. Conditions: temperature -78 celsius, time 30 minute. The product is CC(C(=O)OCC1=CC=CC=C1)(C\C=C\CC(C)(C)C)C1=CC=CC=C1 (Benzyl (4E)-2,7,7-trimethyl-2-phenyloct-4-enoate). Yield: 72.0%. Reaction SMILES: [CH2:1]([O:8][C:9](=[O:18])[CH:10]([C:12]1[CH:17]=[CH:16][CH:15]=[CH:14][CH:13]=1)[CH3:11])[C:2]1[CH:7]=[CH:6][CH:5]=[CH:4][CH:3]=1.C[Si](C)(C)[N-][Si](C)(C)C.[Li+].O1[CH2:33][CH2:32][CH2:31][CH2:30]1>>[CH3:11][C:10]([C:12]1[CH:17]=[CH:16][CH:15]=[CH:14][CH:13]=1)([CH2:30]/[CH:31]=[CH:32]/[CH2:33][C:2]([CH3:7])([CH3:3])[CH3:1])[C:9]([O:8][CH2:1][C:2]1[CH:3]=[CH:4][CH:5]=[CH:6][CH:7]=1)=[O:18] |f:1.2|. Procedure details: A solution of 2-phenyl-propionic acid benzyl ester (3.15 g, 13.1 mmol) in tetrahydrofuran (25 mL) at −78° C. was treated dropwise with a lithium hexamethyldisilazide solution (14.4 mL, IM in tetrahydrofuran, 14.4 mmol) and stirred for 30 minutes at −78° C. Example 35B (3.26 g, 17.0 mmol) was added to the solution and the reaction was allowed to warm to 25° C. and stirred for an additional 4 hours. The solvent was removed in vacuo and the residue was partitioned between water and ethyl acetate. T... Reactants: COC(C1=CC(C(=O)OC)=C(C=C1)CN1C(CCCC1C1=NC=CC=C1C)C1=NC=CC=C1C)=O (4-(3,3″-Dimethyl-3′,4′,5′,6′-tetrahydro-2′H-[2,2′;6′,2″]terpyridin-1′-ylmethyl)-isophthalic acid dimethyl ester), [Li+].[BH4-] (LiBH4). The solvent is C1CCOC1 (THF), CO (MeOH), [OH-].[Na+] (NaOH). Yields the product COC(C1=CC(C(=O)OC)=C(C=C1)CN1C(CCCC1C1=NC=CC=C1C)C1=NC=CC=C1C)=O (4-(3,3″-dimethyl-3′,4′,5′,6′-tetrahydro-2′H-[2,2′;6′,2″]terpyridin-1′-ylmethyl)-isophthalic acid dimethyl ester), COC(C1=C(C=CC(=C1)CO)CN1C(CCCC1C1=NC=CC=C1C)C1=NC=CC=C1C)=O (2-(3,3″-Dimethyl-3′,4′,5′,6′-tetrahydro-2′H-[2,2′;6′,2″]terpyridin-1′-ylmethyl)-5-hydroxymethyl-benzoic acid methyl ester). Isolated yield 56.0%. RXN SMILES: [CH3:1][O:2][C:3](=[O:35])[C:4]1[CH:13]=[CH:12][C:11]([CH2:14][N:15]2[CH:20]([C:21]3[C:26]([CH3:27])=[CH:25][CH:24]=[CH:23][N:22]=3)[CH2:19][CH2:18][CH2:17][CH:16]2[C:28]2[C:33]([CH3:34])=[CH:32][CH:31]=[CH:30][N:29]=2)=[C:6]([C:7]([O:9][CH3:10])=[O:8])[CH:5]=1.[Li+].[BH4-]>C1COCC1.CO.[OH-].[Na+]>[CH3:1][O:2][C:3](=[O:35])[C:4]1[CH:13]=[CH:12][C:11]([CH2:14][N:15]2[CH:16]([C:28]3[C:33]([CH3:34])=[CH:32][CH:31]=[CH:30][N:29]=3)[CH2:17][CH2:18][CH2:19][CH:20]2[C:21]2[C:26]([CH3:27])=[CH:25][CH:24]=[CH:23][N:22]=2)=[C:6]([C:7]([O:9][CH3:10])=[O:8])[CH:5]=1.[CH3:10][O:9][C:7](=[O:8])[C:6]1[CH:5]=[C:4]([CH2:3][OH:2])[CH:13]=[CH:12][C:11]=1[CH2:14][N:15]1[CH:16]([C:28]2[C:33]([CH3:34])=[CH:32][CH:31]=[CH:30][N:29]=2)[CH2:17][CH2:18][CH2:19][CH:20]1[C:21]1[C:26]([CH3:27])=[CH:25][CH:24]=[CH:23][N:22]=1 |f:1.2,5.6|. Procedure details: To a cold (0° C.) solution of 4-(3,3″-Dimethyl-3′,4′,5′,6′-tetrahydro-2′H-[2,2′;6′,2″]terpyridin-1′-ylmethyl)-isophthalic acid dimethyl ester (0.710 g, 1.50 mmol) in THF (15 mL) and MeOH (15 mL) was added LiBH4 (720 mg, 33.1 mmol) and the mixture was allowed to warm to room temperature overnight. The mixture was diluted with 1.0 N NaOH (15 mL) and extracted with CH2Cl2 (5×40 mL). The combined organic extracts were dried (Na2SO4) and concentrated. Purification of the crude material by column chro... The reactants are OC(=O)C(F)(F)F.C1(=CC=CC=C1)C=1SC=C(N1)C(=O)N1CCNCC1 ((2-phenylthiazol-4-yl)(piperazin-1-yl)methanone TFA salt), FC(C1=NC(=NO1)C=1C=C(C(=O)O)C=CC1)(F)F (3-(5-(trifluoromethyl)-1,2,4-oxadiazol-3-yl)benzoic acid). Product: C1(=CC=CC=C1)C=1SC=C(N1)C(=O)N1CCN(CC1)C(C1=CC(=CC=C1)C1=NOC(=N1)C(F)(F)F)=O ((2-Phenylthiazol-4-yl)(4-(3-(5-(trifluoromethyl)-1,2,4-oxadiazol-3-yl)benzoyl)piperazin-1-yl)methanone). Isolated yield 37.0%. As a reaction SMILES: OC(C(F)(F)F)=O.[C:8]1([C:14]2[S:15][CH:16]=[C:17]([C:19]([N:21]3[CH2:26][CH2:25][NH:24][CH2:23][CH2:22]3)=[O:20])[N:18]=2)[CH:13]=[CH:12][CH:11]=[CH:10][CH:9]=1.[F:27][C:28]([F:44])([F:43])[C:29]1[O:33][N:32]=[C:31]([C:34]2[CH:35]=[C:36]([CH:40]=[CH:41][CH:42]=2)[C:37](O)=[O:38])[N:30]=1>>[C:8]1([C:14]2[S:15][CH:16]=[C:17]([C:19]([N:21]3[CH2:26][CH2:25][N:24]([C:37](=[O:38])[C:36]4[CH:40]=[CH:41][CH:42]=[C:34]([C:31]5[N:30]=[C:29]([C:28]([F:44])([F:43])[F:27])[O:33][N:32]=5)[CH:35]=4)[CH2:23][CH2:22]3)=[O:20])[N:18]=2)[CH:9]=[CH:10][CH:11]=[CH:12][CH:13]=1 |f:0.1|. Procedure: This compound was synthesized from (2-phenylthiazol-4-yl)(piperazin-1-yl)methanone TFA salt and 3-(5-(trifluoromethyl)-1,2,4-oxadiazol-3-yl)benzoic acid as described for example 37 step 3 (145 mg, yield 37%). 1H NMR (400 MHz, DMSO-d6) δ 8.22 (s, 1H), 8.16-8.14 (m, 1H), 8.10 (s, 1H), 7.96 (m, 2H), 7.74-7.72 (m, 2H), 7.52 (m, 3H), 3.89-3.69 (m, 6H), 3.48 (s, 2H). MS (ESI) m/z: Calculated for C24H18F3N5O3S: 513.11. found: 514.3 (M+H)+ The reactants are [Br-].FC1(OC2=C(C1(F)F)C=CC=C2C[P+](C2=CC=CC=C2)(C2=CC=CC=C2)C2=CC=CC=C2)F ((2,2,3,3-tetrafluoro-2,3-dihydrobenzofuran-7ylmethyl)triphenylphosphonium bromide), C1COC2(CCC(CC2)=O)O1 (1,4-cyclohexanedione mono-ethylene ketal), ( 0.0 ), C(CCC)[Li] (n-butyllithium). The solvent is O1CCCC1 (tetrahydrofuran). The product is FC1(OC2=C(C1(F)F)C=CC=C2C=C2CCC1(OCCO1)CC2)F (8-(2,2,3,3-tetrafluoro-2,3-dihydrobenzofuran-7-ylmethylene)-1,4-dioxaspiro[4.5]decane). As a reaction SMILES: [Br-].[F:2][C:3]1([F:34])[C:7]([F:9])([F:8])[C:6]2[CH:10]=[CH:11][CH:12]=[C:13]([CH2:14][P+](C3C=CC=CC=3)(C3C=CC=CC=3)C3C=CC=CC=3)[C:5]=2[O:4]1.C([Li])CCC.[CH2:40]1[O:50][C:43]2([CH2:48][CH2:47][C:46](=O)[CH2:45][CH2:44]2)[O:42][CH2:41]1>O1CCCC1>[F:34][C:3]1([F:2])[C:7]([F:8])([F:9])[C:6]2[CH:10]=[CH:11][CH:12]=[C:13]([CH:14]=[C:46]3[CH2:47][CH2:48][C:43]4([O:50][CH2:40][CH2:41][O:42]4)[CH2:44][CH2:45]3)[C:5]=2[O:4]1 |f:0.1|. Procedure: This compound is prepared in a manner analogous to that of Step B of Example 2, using 20.1 grams (0.039 mole) of (2,2,3,3-tetrafluoro-2,3-dihydrobenzofuran-7ylmethyl)triphenylphosphonium bromide, 15.4 mL (0.0) 39 mole) of n-butyllithium (2.5M in hexanes), and 5.0 grams (0.032 mole) of 1,4-cyclohexanedione mono-ethylene ketal in about 55 mL of dry tetrahydrofuran, yielding 8-(2,2,3,3-tetrafluoro-2,3-dihydrobenzofuran-7-ylmethylene)-1,4-dioxaspiro[4.5]decane. As a reaction SMILES: [C:33]([OH:34])(=[O:35])[CH3:36].[C:41]([O:42][BH-:43]([O:44][C:45](=[O:46])[CH3:47])[O:48][C:49](=[O:50])[CH3:51])(=[O:52])[CH3:53].[C:55](=[O:56])([OH:57])[O-:58].[CH2:60]1[O:61][CH2:62][CH2:63][CH2:64]1.[CH3:37][C:38]([CH3:39])=[O:40].[Cl:1][c:2]1[cH:3][c:4]([NH:8][c:9]2[n:10][c:11]3[n:12]([c:13]([NH:15][CH:16]4[CH2:17][CH2:18][NH:19][CH2:20][CH2:21]4)[cH:14]2)[n:22][cH:23][c:24]3[CH:25]=[C:26]2[C:27](=[O:32])[NH:28][C:29](=[O:31])[NH:30]2)[cH:5][cH:6][cH:7]1.[Na+:54].[Na+:59]>>[Cl:1][c:2]1[cH:3][c:4]([NH:8][c:9]2[n:10][c:11]3[n:12]([c:13]([NH:15][CH:16]4[CH2:17][CH2:18][N:19]([CH:38]([CH3:37])[CH3:39])[CH2:20][CH2:21]4)[cH:14]2)[n:22][cH:23][c:24]3[CH:25]=[C:26]2[C:27](=[O:32])[NH:28][C:29](=[O:31])[NH:30]2)[cH:5][cH:6][cH:7]1. The reactants are CC(=O)O, CC(=O)O[BH-](OC(C)=O)OC(C)=O, O=C([O-])O, C1CCOC1, CC(C)=O, O=C1NC(=O)C(=Cc2cnn3c(NC4CCNCC4)cc(Nc4cccc(Cl)c4)nc23)N1, [Na+], [Na+]. Yields the product CC(C)N1CCC(Nc2cc(Nc3cccc(Cl)c3)nc3c(C=C4NC(=O)NC4=O)cnn23)CC1.